This data is from the Open Reaction Database (ORD), a public repository of structured organic reaction records. The task is: describe an organic reaction: reactants, conditions, products, and yield The reactants are S(=O)(=O)([O-])[O-].[Na+].[Na+] (sodium sulfate), [H-].[Na+] (Sodium hydride), ClCC=1N=C(OC1C)C1=CC=CC=C1 (4-chloromethyl-5-methyl-2-phenyloxazole), [N+](=O)([O-])C=1C=NC2=CC(=CC=C2C1)O (3-nitro-7-hydroxyquinoline). Run in C(C)(=O)OCC (ethyl acetate), CN(C)C=O (DMF). Reaction conditions: time 8 hour. The product is [N+](=O)([O-])C=1C=NC2=CC(=CC=C2C1)OCC=1N=C(OC1C)C1=CC=CC=C1 (3-nitro-7-(5-methyl-2-phenyl-4-oxazolylmethoxy)quinoline), product. Isolated yield 48.0%. As a reaction SMILES: [N+:1]([C:4]1[CH:5]=[N:6][C:7]2[C:12]([CH:13]=1)=[CH:11][CH:10]=[C:9]([OH:14])[CH:8]=2)([O-:3])=[O:2].[H-].[Na+].Cl[CH2:18][C:19]1[N:20]=[C:21]([C:25]2[CH:30]=[CH:29][CH:28]=[CH:27][CH:26]=2)[O:22][C:23]=1[CH3:24].S([O-])([O-])(=O)=O.[Na+].[Na+]>CN(C=O)C.C(OCC)(=O)C>[N+:1]([C:4]1[CH:5]=[N:6][C:7]2[C:12]([CH:13]=1)=[CH:11][CH:10]=[C:9]([O:14][CH2:18][C:19]1[N:20]=[C:21]([C:25]3[CH:30]=[CH:29][CH:28]=[CH:27][CH:26]=3)[O:22][C:23]=1[CH3:24])[CH:8]=2)([O-:3])=[O:2] |f:1.2,4.5.6|. Procedure: In DMF (9 mL) was dissolved 3-nitro-7-hydroxyquinoline (800 mg, 4.24 mmol.). Sodium hydride (168 mg, 4.24 mmol.) and 4-chloromethyl-5-methyl-2-phenyloxazole (880 mg, 4.24 mmol.) were added to the resulting solution under chilling with ice. The mixture was stirred overnight at 50°-60° C. After the completion of reaction was confirmed, ethyl acetate and aqueous sodium sulfate were added. The ethyl acetate portion was recovered, washed with water, and dried over sodium sulfate. The solvent was dist...